Dataset: the Open Reaction Database (ORD), a public repository of structured organic reaction records. Task: describe an organic reaction: reactants, conditions, products, and yield Reactants: [N+](=O)([O-])C=1C=NN(C1)CC1=CC=C(O1)CO ([5-(4-nitro-pyrazol-1-ylmethyl)-furan-2-yl]-methanol), N#N (N2). The reagents and catalysts are O=[Mn]=O (MnO2). Solvent: C(=O)(C)C#N (AcCN). Reaction conditions: time 8 hour. Yields the product [N+](=O)([O-])C=1C=NN(C1)CC1=CC=C(O1)C=O (5-(4-Nitro-pyrazol-1-ylmethyl)-furan-2-carbaldehyde). RXN SMILES: N#N.[N+:3]([C:6]1[CH:7]=[N:8][N:9]([CH2:11][C:12]2[O:16][C:15]([CH2:17][OH:18])=[CH:14][CH:13]=2)[CH:10]=1)([O-:5])=[O:4]>C(C#N)(C)=O.O=[Mn]=O>[N+:3]([C:6]1[CH:7]=[N:8][N:9]([CH2:11][C:12]2[O:16][C:15]([CH:17]=[O:18])=[CH:14][CH:13]=2)[CH:10]=1)([O-:5])=[O:4]. Procedure details: In a flame dried round-bottomed flask equipped with a magnetic stir bar and under inert atmosphere (N2), a solution of [5-(4-nitro-pyrazol-1-ylmethyl)-furan-2-yl]-methanol (7.0 g, 15.68 mmol) in AcCN (320.0 mL) was treated at rt with MnO2 (18.2 g, 188.18 mmol). The reaction mixture was stirred at rt overnight before being filtered through Celite and the solvent was removed under reduced pressure. Purification of the residue by FC (60:40 hept-EA) gave the title compound. TLC: rf (60:40 hept-EA)=0... Reactants: C(C1=CC=CC=C1)C1=CC(=C(C=C1)NC(C1=C(C=C(C=C1)C(OC)OC)F)=O)[N+](=O)[O-] (N-(4-benzyl-2-nitrophenyl)-4-(dimethoxymethyl)-2-fluorobenzamide), CC(=O)O.CCO (AcOH EtOH), CC(=O)O.CCO (AcOH EtOH). Reagents/catalysts: [Fe] (iron). Run in O (water), CCOC(=O)C (EtOAc), [Cl-].[Na+].O (brine). Conditions: temperature 120 celsius, time 3 hour. Yields the product C(C1=CC=CC=C1)C1=CC2=C(NC(=N2)C2=C(C=C(C=C2)CO)F)C=C1 ((4-(5-Benzyl-1H-benzo[d]imidazol-2-yl)-3-fluorophenyl)methanol). As a reaction SMILES: [CH2:1]([C:8]1[CH:13]=[CH:12][C:11]([NH:14][C:15](=O)[C:16]2[CH:21]=[CH:20][C:19]([CH:22](OC)[O:23]C)=[CH:18][C:17]=2[F:27])=[C:10]([N+:29]([O-])=O)[CH:9]=1)[C:2]1[CH:7]=[CH:6][CH:5]=[CH:4][CH:3]=1.CC(O)=O.CCO>O.CCOC(C)=O.[Cl-].[Na+].O.[Fe]>[CH2:1]([C:8]1[CH:13]=[CH:12][C:11]2[NH:14][C:15]([C:16]3[CH:21]=[CH:20][C:19]([CH2:22][OH:23])=[CH:18][C:17]=3[F:27])=[N:29][C:10]=2[CH:9]=1)[C:2]1[CH:7]=[CH:6][CH:5]=[CH:4][CH:3]=1 |f:1.2,5.6.7|. Procedure: To a yellow-orange solution of N-(4-benzyl-2-nitrophenyl)-4-(dimethoxymethyl)-2-fluorobenzamide (0.466 g, 1.1 mmol) in 5 mL 3:2 AcOH/EtOH was added iron powder—325 mesh (0.078 mL, 11 mmol). The reaction was fitted with a reflux condensor and was stirred rapidly at 120° C. bath. The reaction became a nearly solid mass after 10 min, and 3 mL 2:1 AcOH/EtOH was added to promote stirring. After 3 h, the mixture was bright yellow. The reaction was diluted with water, EtOAc, and brine, and the layers w... Reactants: COC(=O)[C@@H]1CSC(C2=C(C(O[C@@H](CCC(N1)=S)OC(C)=O)=O)C(=C(C=C2O)OC)C)C ((4R,9S)-9-acetoxy-methyl-15-hydroxy-13-methoxy-12-methyl-11-oxo-6-thioxo-3,4,5,6,7,8,9,11-octahydro-1H-10,2,5-benzoxathiaazacyclotridecine-4-carboxylic acid methyl ester), C([O-])([O-])=O.[K+].[K+] (potassium carbonate). The solvent is CO (methanol), C(C)(=O)OCC (ethyl acetate). Reaction conditions: time 2 hour. The product is COC(=O)[C@@H]1CSCC2=C(C(O[C@@H](CCC(N1)=S)CO)=O)C(=C(C=C2O)OC)C ((4R,9S)-15-hydroxy-9-hydroxymethyl-13-methoxy-12-methyl-11-oxo-6-thioxo-3,4,5,6,7,8,9,11-octahydro-1H-10,2,5-benzoxathiaazacyclotridecine-4-carboxylic acid methyl ester). Isolated yield 73.0%. RXN SMILES: [CH3:1][O:2][C:3]([C@H:5]1[NH:17][C:16](=[S:18])[CH2:15][CH2:14][C@@H:13](OC(=O)C)[O:12][C:11](=[O:23])[C:10]2[C:24]([CH3:31])=[C:25]([O:29][CH3:30])[CH:26]=[C:27]([OH:28])[C:9]=2[CH:8](C)[S:7][CH2:6]1)=[O:4].[C:33](=O)([O-])[O-:34].[K+].[K+]>CO.C(OCC)(=O)C>[CH3:1][O:2][C:3]([C@H:5]1[NH:17][C:16](=[S:18])[CH2:15][CH2:14][C@@H:13]([CH2:33][OH:34])[O:12][C:11](=[O:23])[C:10]2[C:24]([CH3:31])=[C:25]([O:29][CH3:30])[CH:26]=[C:27]([OH:28])[C:9]=2[CH2:8][S:7][CH2:6]1)=[O:4] |f:1.2.3|. Procedure details: A mixture of 24 mg of the product of Example 11 and 8.3 mg of potassium carbonate in 0.5 ml of methanol was stirred at room temperature for 2 h. The mixture was diluted with ethyl acetate and washed successively with 1N hydrochloric acid and with water. The organic layer was dried over sodium sulfate, and the solvent was evaporated in vacuo. The residue was crystallized from ethyl acetate/hexane to yield 16 mg of (4R,9S)-15-hydroxy-9-hydroxymethyl-13-methoxy-12-methyl-11-oxo-6-thioxo-3,4,5,6,7,8... The solvent is CN(C=O)C (dimethylformamide). As a reaction SMILES: [OH:1][CH2:2][C:3]1[CH:8]=[CH:7][CH:6]=[CH:5][N:4]=1.[Si:9](Cl)([C:12]([CH3:15])([CH3:14])[CH3:13])([CH3:11])[CH3:10].N1C=CN=C1.O>CN(C)C=O>[O:1]([CH2:2][C:3]1[CH:8]=[CH:7][CH:6]=[CH:5][N:4]=1)[Si:9]([C:12]([CH3:15])([CH3:14])[CH3:13])([CH3:11])[CH3:10]. Starting materials: O (Water), OCC1=NC=CC=C1 (2-hydroxymethylpyridine), [Si](C)(C)(C(C)(C)C)Cl (t-butyldimethylsilyl chloride), N1C=NC=C1 (imidazole). Run at time 2 hour. Reported procedure: A mixture of 2-hydroxymethylpyridine (19.3 ml), t-butyldimethylsilyl chloride (36.2 g) and imidazole (27.2 g) in dimethylformamide (190 ml) was stirred for two hours at room temperature. Water was added to the reaction mixture and extracted with n-hexane. The organic layer was washed with water, dried over magnesium sulfate and then evaporated. The residue was distilled to give 2-t-butyldimethylsiloxymethylpyridine (42.30 g). The product is O([Si](C)(C)C(C)(C)C)CC1=NC=CC=C1 (2-t-butyldimethylsiloxymethylpyridine). Product: CC(C)(O)c1cc(Cl)c(Nc2nc3ccncc3c3c(=O)[nH]cc(Br)c23)c(Cl)c1. Reaction SMILES: [Cl:1][c:2]1[c:3]([NH:13][c:14]2[n:15][c:16]3[cH:17][cH:18][n:19][cH:20][c:21]3[c:22]3[c:23]2[cH:24][cH:25][nH:26][c:27]3=[O:28])[c:4]([Cl:12])[cH:5][c:6]([C:8]([CH3:9])([CH3:10])[OH:11])[cH:7]1.[O:29]=[C:30]1[N:31]([Br:36])[C:32](=[O:33])[CH2:34][CH2:35]1.[O:37]=[CH:38][N:39]([CH3:40])[CH3:41]>>[Cl:1][c:2]1[c:3]([NH:13][c:14]2[n:15][c:16]3[cH:17][cH:18][n:19][cH:20][c:21]3[c:22]3[c:23]2[c:24]([Br:36])[cH:25][nH:26][c:27]3=[O:28])[c:4]([Cl:12])[cH:5][c:6]([C:8]([CH3:9])([CH3:10])[OH:11])[cH:7]1. Reactants: CC(C)(O)c1cc(Cl)c(Nc2nc3ccncc3c3c(=O)[nH]ccc23)c(Cl)c1, O=C1CCC(=O)N1Br, CN(C)C=O. Reactants: substituted chloroformates, ClC(=O)OCC (ethyl chloroformate), ( 37 ), C(C)(C)N(CC)C(C)C (di-isopropyl-N-ethylamine). The product is compound ( 37 ), ClC(=O)OCC=C (allyl chloroformate), C(C)(C)N(CC)C(C)C (di-isopropyl-N-ethylamine). Reaction SMILES: [Cl:1][C:2]([O:4][CH2:5][CH3:6])=[O:3].[CH:7]([N:10]([CH:13]([CH3:15])[CH3:14])[CH2:11][CH3:12])([CH3:9])[CH3:8]>>[Cl:1][C:2]([O:4][CH2:5][CH:6]=[CH2:7])=[O:3].[CH:7]([N:10]([CH:13]([CH3:15])[CH3:14])[CH2:11][CH3:12])([CH3:9])[CH3:8]. Procedure: In Scheme 2, 2-bromobenzenesulfonyl chloride (25) and 2-phenyl allyl amine (33) are reacted in the presence of pyridine to generate intermediate (34) which, upon treatment with TBTH and AIBN in toluene gives the radical derived adduct (35) which, when reacted with (2S,3S)-1,2-epoxy-3-(boc-amino)-4-phenylbutane (29) in the presence of Cs2CO3 gives compound (36), as mixture of two diastereomers. The mixture of two diastereomers is treated with TFA:DCM (1:1) to produce compound (37) as a mixture of... Starting materials: C(C)(C)(C)OC(=O)N1C(C2C(C2C1=O)C(=O)[O-])C(=O)[O-] (3-tert-butoxycarbonyl-4-oxo-3-azabicyclo[3.1.0]hexane-2,6-dicarboxylate), [Al+3].[Cl-].[Cl-].[Cl-] (AlCl3), N1CCOCC1 (morpholine), O (water). Run in C(Cl)Cl (CH2Cl2), C(Cl)Cl (CH2Cl2), C(Cl)Cl (CH2Cl2). Conditions: time 20 minute. Product: C(=O)(O)C1C(C1C(=O)N1CCOCC1)C(N)C(=O)O (2-[2′-carboxy-3′-(morpholinylcarbonyl)cyclopropyl]glycine). Yield: 112.9%. RXN SMILES: [Al+3].[Cl-].[Cl-].[Cl-].[NH:5]1[CH2:10][CH2:9][O:8][CH2:7][CH2:6]1.C(OC([N:18]1[C:23](=[O:24])[CH:22]2[CH:20]([CH:21]2[C:25]([O-:27])=[O:26])[CH:19]1[C:28]([O-:30])=[O:29])=O)(C)(C)C.O>C(Cl)Cl>[C:25]([CH:21]1[CH:22]([C:23]([N:5]2[CH2:10][CH2:9][O:8][CH2:7][CH2:6]2)=[O:24])[CH:20]1[CH:19]([C:28]([OH:30])=[O:29])[NH2:18])([OH:27])=[O:26] |f:0.1.2.3|. Reported procedure: To a solution of AlCl3 (73 mg, 0.54 mmol) in dry CH2Cl2 (3 mL) at 0° C., morpholine (90 μl, 1.04 mmol) in dry CH2Cl2 (3 mL) was added dropwise. The mixture was stirred at room temperature for 20 min, and then ethyl (1SR, 2SR, 5RS, 6RS) 3-tert-butoxycarbonyl-4-oxo-3-azabicyclo[3.1.0]hexane-2,6-dicarboxylate (143 mg, 0.41 mmol) in dry CH2Cl2 (1 mL) was added. After stirring at room temperature for 1 h, a mixture of ice and water was added. The layers were separated and the aqueous phase was extrac...